This data is from the Open Reaction Database (ORD), a public repository of structured organic reaction records. The task is: describe an organic reaction: reactants, conditions, products, and yield Starting materials: COC(C)(C)C, O=C(OCc1ccccc1)c1c(Cl)ccc(O)c1Cl, CN(C)CCCl, [H-], [Na+], CN(C)C=O. Product: CN(C)CCOc1ccc(Cl)c(C(=O)OCc2ccccc2)c1Cl. Reaction SMILES: [CH3:33][O:34][C:35]([CH3:36])([CH3:37])[CH3:38].[Cl:1][c:2]1[c:3]([C:4](=[O:5])[O:6][CH2:7][c:8]2[cH:9][cH:10][cH:11][cH:12][cH:13]2)[c:14]([Cl:19])[cH:15][cH:16][c:17]1[OH:18].[Cl:20][CH2:21][CH2:22][N:23]([CH3:24])[CH3:25].[H-:26].[Na+:27].[O:28]=[CH:29][N:30]([CH3:31])[CH3:32]>>[Cl:1][c:2]1[c:3]([C:4](=[O:5])[O:6][CH2:7][c:8]2[cH:9][cH:10][cH:11][cH:12][cH:13]2)[c:14]([Cl:19])[cH:15][cH:16][c:17]1[O:18][CH2:21][CH2:22][N:23]([CH3:24])[CH3:25]. Reactants: NC1=NC=CC(=N1)C1=CC=C(C=C1)[C@H](C)N1C(O[C@@](CC1)(CCCO)C1=CC=C(C=C1)F)=O ((R)-3-((S)-1-(4-(2-aminopyrimidin-4-yl)phenyl)ethyl)-6-(4-fluorophenyl)-6-(3-hydroxypropyl)-1,3-oxazinan-2-one), N(=O)[O-].[Na+] (NaNO2). Solvent: CC(=O)O (CH3COOH), O (H2O). Conditions: temperature 60 celsius, time 10 minute. Yields the product FC1=CC=C(C=C1)[C@]1(CCN(C(O1)=O)[C@@H](C)C1=CC=C(C=C1)C1=NC(=NC=C1)O)CCCO ((R)-6-(4-fluorophenyl)-6-(3-hydroxypropyl)-3-((S)-1-(4-(2-hydroxypyrimidin-4-yl)phenyl)ethyl)-1,3-oxazinan-2-one). The yield is 8.0%. As a reaction SMILES: N[C:2]1[N:7]=[C:6]([C:8]2[CH:13]=[CH:12][C:11]([C@@H:14]([N:16]3[CH2:21][CH2:20][C@@:19]([C:26]4[CH:31]=[CH:30][C:29]([F:32])=[CH:28][CH:27]=4)([CH2:22][CH2:23][CH2:24][OH:25])[O:18][C:17]3=[O:33])[CH3:15])=[CH:10][CH:9]=2)[CH:5]=[CH:4][N:3]=1.N([O-])=[O:35].[Na+]>CC(O)=O.O>[F:32][C:29]1[CH:30]=[CH:31][C:26]([C@:19]2([CH2:22][CH2:23][CH2:24][OH:25])[O:18][C:17](=[O:33])[N:16]([C@H:14]([C:11]3[CH:10]=[CH:9][C:8]([C:6]4[CH:5]=[CH:4][N:3]=[C:2]([OH:35])[N:7]=4)=[CH:13][CH:12]=3)[CH3:15])[CH2:21][CH2:20]2)=[CH:27][CH:28]=1 |f:1.2|. Procedure details: To a solution of (R)-3-((S)-1-(4-(2-aminopyrimidin-4-yl)phenyl)ethyl)-6-(4-fluorophenyl)-6-(3-hydroxypropyl)-1,3-oxazinan-2-one (40 mg, 0.089 mmol) in CH3COOH (0.3 mL) and H2O (0.13 mL) was added an aqueous solution of NaNO2 (2 mol/L, 0.5 mL) dropwise at 0° C. The reaction was stirred for 10 min at this temperature before heating at 60° C. for 3 h. After the mixture was evaporated to dryness, the mixture was adjusted pH 9 with aqueous NaHCO3 solution. The mixture was extracted with EtOAc, and th... Yields the product Nc1ccc2[nH]c3c(c2c1)CC(N1C(=O)c2ccccc2C1=O)CC3. Reactants: O=C1c2ccccc2C(=O)N1C1CCc2[nH]c3ccc([N+](=O)[O-])cc3c2C1, CCOC(C)=O. As a reaction SMILES: [C:1]1(=[O:27])[c:2]2[c:3]([cH:23][cH:24][cH:25][cH:26]2)[C:4](=[O:22])[N:5]1[CH:6]1[CH2:7][CH2:8][c:9]2[nH:10][c:11]3[cH:12][cH:13][c:14]([N+:19]([O-:20])=[O:21])[cH:15][c:16]3[c:17]2[CH2:18]1.[CH3:28][CH2:29][O:30][C:31](=[O:32])[CH3:33]>>[C:1]1(=[O:27])[c:2]2[c:3]([cH:23][cH:24][cH:25][cH:26]2)[C:4](=[O:22])[N:5]1[CH:6]1[CH2:7][CH2:8][c:9]2[nH:10][c:11]3[cH:12][cH:13][c:14]([NH2:19])[cH:15][c:16]3[c:17]2[CH2:18]1. Reactants: N#Cc1c([N+](=O)[O-])cccc1[N+](=O)[O-], COc1ccc(C(=O)NC(C)C)cc1OC1CCCCC1O. Product: COc1ccc(C(=O)NC(C)C)cc1OC1CCCCC1Oc1cccc([N+](=O)[O-])c1C#N. Reaction SMILES: [N+:23](=[O:24])([O-:25])[c:26]1[c:27]([C:28]#[N:29])[c:30]([N+:34]([O-:35])=[O:36])[cH:31][cH:32][cH:33]1.[OH:1][CH:2]1[CH:3]([O:8][c:9]2[cH:10][c:11]([C:12](=[O:13])[NH:14][CH:15]([CH3:16])[CH3:17])[cH:18][cH:19][c:20]2[O:21][CH3:22])[CH2:4][CH2:5][CH2:6][CH2:7]1>>[O:1]([CH:2]1[CH:3]([O:8][c:9]2[cH:10][c:11]([C:12](=[O:13])[NH:14][CH:15]([CH3:16])[CH3:17])[cH:18][cH:19][c:20]2[O:21][CH3:22])[CH2:4][CH2:5][CH2:6][CH2:7]1)[c:30]1[c:27]([C:28]#[N:29])[c:26]([N+:23](=[O:24])[O-:25])[cH:33][cH:32][cH:31]1.